From a dataset of the Open Reaction Database (ORD), a public repository of structured organic reaction records. describe an organic reaction: reactants, conditions, products, and yield Starting materials: C(C=C)C1(C(N([C@@H]([C@H](C1)C1=CC(=CC=C1)Cl)C1=CC=C(C=C1)Cl)CC1CC1)=O)CCO[Si](C(C)C)(C(C)C)C(C)C ((5R,6S)-3-Allyl-5-(3-chlorophenyl)-6-(4-chlorophenyl)-1-(cyclopropylmethyl)-3-(2-(triisopropylsilyloxy)ethyl)piperidin-2-one), I(=O)(=O)(=O)[O-].[Na+] (sodium periodate). The reagents and catalysts are [Os](=O)(=O)(=O)=O (osmium tetroxide). The solvent is C1CCOC1 (THF), O (water). Conditions: time 25 minute. The product is ClC=1C=C(C=CC1)[C@H]1CC(C(N([C@@H]1C1=CC=C(C=C1)Cl)CC1CC1)=O)(CCO[Si](C(C)C)(C(C)C)C(C)C)CC=O (2-((5R,6S)-5-(3-chlorophenyl)-6-(4-chlorophenyl)-1-(cyclopropylmethyl)-2-oxo-3-(2-(triisopropylsilyloxy)ethyl)piperidin-3-yl)acetaldehyde). Reaction SMILES: [CH2:1]([C:4]1([CH2:29][CH2:30][O:31][Si:32]([CH:39]([CH3:41])[CH3:40])([CH:36]([CH3:38])[CH3:37])[CH:33]([CH3:35])[CH3:34])[CH2:9][C@H:8]([C:10]2[CH:15]=[CH:14][CH:13]=[C:12]([Cl:16])[CH:11]=2)[C@@H:7]([C:17]2[CH:22]=[CH:21][C:20]([Cl:23])=[CH:19][CH:18]=2)[N:6]([CH2:24][CH:25]2[CH2:27][CH2:26]2)[C:5]1=[O:28])[CH:2]=C.I([O-])(=O)(=O)=[O:43].[Na+]>C1COCC1.O.[Os](=O)(=O)(=O)=O>[Cl:16][C:12]1[CH:11]=[C:10]([C@@H:8]2[C@@H:7]([C:17]3[CH:18]=[CH:19][C:20]([Cl:23])=[CH:21][CH:22]=3)[N:6]([CH2:24][CH:25]3[CH2:26][CH2:27]3)[C:5](=[O:28])[C:4]([CH2:1][CH:2]=[O:43])([CH2:29][CH2:30][O:31][Si:32]([CH:33]([CH3:35])[CH3:34])([CH:39]([CH3:40])[CH3:41])[CH:36]([CH3:38])[CH3:37])[CH2:9]2)[CH:15]=[CH:14][CH:13]=1 |f:1.2|. Procedure: To a solution of 1.28 g (2.08 mmol) of (5R,6S)-3-allyl-5-(3-chlorophenyl)-6-(4-chlorophenyl)-1-(cyclopropylmethyl)-3-(2-(triisopropylsilyloxy)ethyl)piperidin-2-one (Example 69, Step A, mixture of diastereomers) in THF (50 mL) and water (17.5 mL) was added a catalytic amount of osmium tetroxide. After 25 min, 1.34 g (6.25 mmol) of sodium periodate was added. The resulting light brown slurry was stirred for 19 h and then was filtered through a fritted funnel. The filtrate was partially concentrate... The reactants are BrBr (Bromine), FC(C=1NC(=CN1)C(F)(F)F)(F)F (2,5-bistrifluoromethylimidazole), Cl (hydrochloric acid). The solvent is C([O-])([O-])=O.[K+].[K+] (potassium carbonate). Yields the product FC(C=1NC(=C(N1)Br)C(F)(F)F)(F)F (2,5-bistrifluoromethyl-4-bromoimidazole). Isolated yield 64.0%. As a reaction SMILES: [F:1][C:2]([F:13])([F:12])[C:3]1[NH:4][C:5]([C:8]([F:11])([F:10])[F:9])=[CH:6][N:7]=1.[Br:14]Br.Cl>C(=O)([O-])[O-].[K+].[K+]>[F:13][C:2]([F:1])([F:12])[C:3]1[NH:4][C:5]([C:8]([F:9])([F:10])[F:11])=[C:6]([Br:14])[N:7]=1 |f:3.4.5|. Procedure: 2,5-bistrifluoromethylimidazole is dissolved in an aqueous solution of potassium carbonate. Bromine 1.1 equivalents is added and heated until color dissipates. Solution is acidified with dilute hydrochloric acid and extracted with ether. The ether layer is washed once with brine solution, dried over sodium sulfate and stripped to give product in 64% yield. Reactants: Cc1ccccc1, O=C=NS(=O)(=O)Cl, Oc1ccccc1-c1ccon1. The product is O=C=NS(=O)(=O)Oc1ccccc1-c1ccon1. RXN SMILES: [CH3:20][c:21]1[cH:22][cH:23][cH:24][cH:25][cH:26]1.[Cl:13][S:14](=[O:15])(=[O:16])[N:17]=[C:18]=[O:19].[o:1]1[n:2][c:3](-[c:6]2[c:7]([OH:12])[cH:8][cH:9][cH:10][cH:11]2)[cH:4][cH:5]1>>[o:1]1[n:2][c:3](-[c:6]2[c:7]([O:12][S:14](=[O:15])(=[O:16])[N:17]=[C:18]=[O:19])[cH:8][cH:9][cH:10][cH:11]2)[cH:4][cH:5]1. Reactants: CCOC(=O)CBr, CCOC(=O)C(C#N)NC(=O)OCc1ccccc1, CC[O-], CCO, [Na+], [Na]. Yields the product CCOC(=O)CC(C#N)(NC(=O)OCc1ccccc1)C(=O)OCC. Reaction SMILES: [Br:25][CH2:26][C:27](=[O:28])[O:29][CH2:30][CH3:31].[CH2:6]([CH3:7])[O:8][C:9]([CH:10]([C:11]#[N:12])[NH:13][C:14](=[O:15])[O:16][CH2:17][c:18]1[cH:19][cH:20][cH:21][cH:22][cH:23]1)=[O:24].[CH3:2][CH2:3][O-:4].[CH3:32][CH2:33][OH:34].[Na+:1].[Na:5]>>[CH2:6]([CH3:7])[O:8][C:9]([C:10]([C:11]#[N:12])([NH:13][C:14](=[O:15])[O:16][CH2:17][c:18]1[cH:19][cH:20][cH:21][cH:22][cH:23]1)[CH2:26][C:27](=[O:28])[O:29][CH2:30][CH3:31])=[O:24]. As a reaction SMILES: [CH2:1]([CH2:2][CH3:3])[Br:4].[CH2:6]([c:7]1[cH:8][cH:9][cH:10][cH:11][cH:12]1)[N:13]1[CH2:14][CH2:15][C:16]2([O:17][CH2:18][CH2:19][O:20]2)[CH2:21][CH2:22]1.[Mg:5].[cH:23]1[cH:24][cH:25][cH:26][cH:27][cH:28]1>>[CH2:1]([CH2:2][CH3:3])[C:16]1([O:20][CH2:19][CH2:18][OH:17])[CH2:15][CH2:14][N:13]([CH2:6][c:7]2[cH:8][cH:9][cH:10][cH:11][cH:12]2)[CH2:22][CH2:21]1. Yields the product CCCC1(OCCO)CCN(Cc2ccccc2)CC1. The reactants are CCCBr, c1ccc(CN2CCC3(CC2)OCCO3)cc1, [Mg], c1ccccc1. Reactants: C(C)(=O)NC=1C=C(N)C=CC1 (3-Acetylaminoaniline), C(CCCCCCC)Br (n-octyl bromide), C([O-])([O-])=O.[K+].[K+] (potassium carbonate). RXN SMILES: [C:1]([NH:4][C:5]1[CH:6]=[C:7]([CH:9]=[CH:10][CH:11]=1)[NH2:8])(=[O:3])[CH3:2].[CH2:12](Br)[CH2:13][CH2:14][CH2:15][CH2:16][CH2:17][CH2:18][CH3:19].C(=O)([O-])[O-].[K+].[K+]>>[C:1]([NH:4][C:5]1[CH:6]=[C:7]([CH:9]=[CH:10][CH:11]=1)[NH:8][CH2:12][CH2:13][CH2:14][CH2:15][CH2:16][CH2:17][CH2:18][CH3:19])(=[O:3])[CH3:2] |f:2.3.4|. Procedure: 3-Acetylaminoaniline (15 parts) was reacted with n-octyl bromide (19.3 parts) at 90° to 100° C. for 4 hours in the presence of anhydrous potassium carbonate (6.9 parts) to obtain 3-acetylamino-N-octylaniline. Thereafter, reaction was further continued at 120° to 130° C. for 4 hours with addition of n-hexyl bromide (16.5 parts) and anhydrous potassium carbonate (6.9 parts) to obtain 3-acetylamino-N-n-octyl-N-n-hexylaniline (coupling component). In the same manner as in Example 1, 2-cyano-4-nitro-... The product is C(C)(=O)NC=1C=C(NCCCCCCCC)C=CC1 (3-acetylamino-N-octylaniline). Reactants: NCCCCN1C(=NC=2C(=NC=3C=CC=CC3C21)N)CCOC (1-(4-aminobutyl)-2-(2-methoxyethyl)-1H-imidazo[4,5-c]quinolin-4-amine), N1=C(C=NC2=CC=CC=C12)C(=O)O (2-quinoxalinecarboxylic acid). The product is NC1=NC=2C=CC=CC2C2=C1N=C(N2CCCCNC(=O)C2=NC1=CC=CC=C1N=C2)CCOC (N-{4-[4-amino-2-(2-methoxyethyl)-1H-imidazo[4,5-c]quinolin-1-yl]butyl}quinoxaline-2-carboxamide). Yield: 12.0%. Reaction SMILES: [NH2:1][CH2:2][CH2:3][CH2:4][CH2:5][N:6]1[C:18]2[C:17]3[CH:16]=[CH:15][CH:14]=[CH:13][C:12]=3[N:11]=[C:10]([NH2:19])[C:9]=2[N:8]=[C:7]1[CH2:20][CH2:21][O:22][CH3:23].[N:24]1[C:33]2[C:28](=[CH:29][CH:30]=[CH:31][CH:32]=2)[N:27]=[CH:26][C:25]=1[C:34](O)=[O:35]>>[NH2:19][C:10]1[C:9]2[N:8]=[C:7]([CH2:20][CH2:21][O:22][CH3:23])[N:6]([CH2:5][CH2:4][CH2:3][CH2:2][NH:1][C:34]([C:25]3[CH:26]=[N:27][C:28]4[C:33](=[CH:32][CH:31]=[CH:30][CH:29]=4)[N:24]=3)=[O:35])[C:18]=2[C:17]2[CH:16]=[CH:15][CH:14]=[CH:13][C:12]=2[N:11]=1. Procedure details: Using the general method of Example 181 1-(4-aminobutyl)-2-(2-methoxyethyl)-1H-imidazo[4,5-c]quinolin-4-amine (1.5 g, 4.78 mmol) was reacted with 2-quinoxalinecarboxylic acid (1.0 g, 5.74 mmol) to provide 270 mg of N-{4-[4-amino-2-(2-methoxyethyl)-1H-imidazo[4,5-c]quinolin-1-yl]butyl}quinoxaline-2-carboxamide as a yellow crystalline solid, m.p. 85-87° C. Analysis: Calculated for C26H27N7O2: % C, 66.51; % H, 5.80; % N, 20.88. Found: % C, 66.12; % H, 5.70; % N, 20.62. The yield is 37.8%. As a reaction SMILES: N[CH2:2][C:3]1([OH:31])[C:12]2[C:7](=[C:8]([O:13][Si:14]([C:27]([CH3:30])([CH3:29])[CH3:28])([C:21]3[CH:26]=[CH:25][CH:24]=[CH:23][CH:22]=3)[C:15]3[CH:20]=[CH:19][CH:18]=[CH:17][CH:16]=3)[CH:9]=[CH:10][CH:11]=2)[CH2:6][CH2:5][CH2:4]1.N([O-])=O.[Na+].C(Cl)Cl>CC(O)=O.O>[Si:14]([O:13][C:8]1[C:7]2[CH2:6][CH2:5][CH2:4][C:3](=[O:31])[CH2:2][C:12]=2[CH:11]=[CH:10][CH:9]=1)([C:27]([CH3:30])([CH3:28])[CH3:29])([C:21]1[CH:22]=[CH:23][CH:24]=[CH:25][CH:26]=1)[C:15]1[CH:16]=[CH:17][CH:18]=[CH:19][CH:20]=1 |f:1.2|. Run at time 2.5 hour. Reactants: C(Cl)Cl (CH2Cl2), NCC1(CCCC2=C(C=CC=C12)O[Si](C1=CC=CC=C1)(C1=CC=CC=C1)C(C)(C)C)O (1-aminomethyl-5-(tert-butyldiphenyl-silyloxy)-1,2,3,4-tetrahydronaphthalen-1-ol), N(=O)[O-].[Na+] (NaNO2). Product: [Si](C1=CC=CC=C1)(C1=CC=CC=C1)(C(C)(C)C)OC1=CC=CC2=C1CCCC(C2)=O (1-(tert-butyldiphenylsilyloxy)-6,7,8, 9-tetrahydro-5H-benzocyclohepten-6-one). The solvent is CC(=O)O (AcOH), O (water). Procedure details: To a solution of 1-aminomethyl-5-(tert-butyldiphenyl-silyloxy)-1,2,3,4-tetrahydronaphthalen-1-ol (34.5 g) in 20% AcOH (700 ml) was added NaNO2 (7.18 g) in water (60 ml) at 5° C. The mixture was stirred at the same temperature for 2.5 hours. After addition of CH2Cl2 (70 ml), the mixture was stirred for 30 minutes. The reaction mixture was extracted with EtOAc. The organic layer was washed with water and then brine. It was dried over magnesium sulfate and evaporated. The residue was purified by si... Starting materials: COc1cc2c(cc1Br)-c1c(-c3cccs3)c3c(n1CC2)C(=O)N(C(C)(C)C)CCC3, CCCC[Sn](CCCC)(CCCC)c1nnn(CC)n1, Cc1ccccc1. Product: CCn1nnc(-c2cc3c(cc2OC)CCn2c4c(c(-c5cccs5)c2-3)CCCN(C(C)(C)C)C4=O)n1. As a reaction SMILES: [C:1]([CH3:2])([CH3:3])([CH3:4])[N:5]1[C:6](=[O:31])[c:7]2[c:8]([c:9](-[c:23]3[s:24][cH:25][cH:26][cH:27]3)[c:10]3[n:11]2[CH2:12][CH2:13][c:14]2[cH:15][c:16]([O:21][CH3:22])[c:17]([Br:20])[cH:18][c:19]2-3)[CH2:28][CH2:29][CH2:30]1.[CH2:32]([CH3:33])[n:34]1[n:35][c:36]([Sn:39]([CH2:40][CH2:41][CH2:42][CH3:43])([CH2:44][CH2:45][CH2:46][CH3:47])[CH2:48][CH2:49][CH2:50][CH3:51])[n:37][n:38]1.[CH3:52][c:53]1[cH:54][cH:55][cH:56][cH:57][cH:58]1>>[C:1]([CH3:2])([CH3:3])([CH3:4])[N:5]1[C:6](=[O:31])[c:7]2[c:8]([c:9](-[c:23]3[s:24][cH:25][cH:26][cH:27]3)[c:10]3[n:11]2[CH2:12][CH2:13][c:14]2[cH:15][c:16]([O:21][CH3:22])[c:17](-[c:36]4[n:35][n:34]([CH2:32][CH3:33])[n:38][n:37]4)[cH:18][c:19]2-3)[CH2:28][CH2:29][CH2:30]1. Starting materials: Cn1ncc2c(N)cccc21, Cc1ccccc1, O=C=NCc1ccc(Cl)cc1Cl. Product: Cn1ncc2c(NC(=O)NCc3ccc(Cl)cc3Cl)cccc21. RXN SMILES: [CH3:1][n:2]1[n:3][cH:4][c:5]2[c:6]([NH2:11])[cH:7][cH:8][cH:9][c:10]12.[CH3:24][c:25]1[cH:26][cH:27][cH:28][cH:29][cH:30]1.[Cl:12][c:13]1[c:14]([CH2:15][N:16]=[C:17]=[O:18])[cH:19][cH:20][c:21]([Cl:23])[cH:22]1>>[CH3:1][n:2]1[n:3][cH:4][c:5]2[c:6]([NH:11][C:17]([NH:16][CH2:15][c:14]3[c:13]([Cl:12])[cH:22][c:21]([Cl:23])[cH:20][cH:19]3)=[O:18])[cH:7][cH:8][cH:9][c:10]12.